From a dataset of the Open Reaction Database (ORD), a public repository of structured organic reaction records. describe an organic reaction: reactants, conditions, products, and yield The reactants are O=C1CCC(=O)N1Br, CC1NC(=O)NN=C1c1ccc(N)cc1. The product is CC1NC(=O)NN=C1c1ccc(N)c(Br)c1. As a reaction SMILES: [Br:16][N:17]1[C:18](=[O:19])[CH2:20][CH2:21][C:22]1=[O:23].[NH2:1][c:2]1[cH:3][cH:4][c:5]([C:8]2=[N:13][NH:12][C:11](=[O:14])[NH:10][CH:9]2[CH3:15])[cH:6][cH:7]1>>[NH2:1][c:2]1[cH:3][cH:4][c:5]([C:8]2=[N:13][NH:12][C:11](=[O:14])[NH:10][CH:9]2[CH3:15])[cH:6][c:7]1[Br:16]. The reactants are II (I2), O1C(CCC=C1)CO ((±)-3,4-dihydro-2H-pyran-2-methanol), C(C)(=O)OC(C)=O (acetic anhydride), resultant mixture, N1=CC=CC=C1 (pyridine). The solvent is C(C)(=O)OCC (ethyl acetate), hexanes. Conditions: temperature 0 celsius. Yields the product C(C)(=O)OCC1OC=CCC1 ((±)-3,4-dihydro-2H-pyran-2-yl-methyl acetate). The yield is 86.0%. RXN SMILES: [O:1]1[CH:6]=[CH:5][CH2:4][CH2:3][CH:2]1[CH2:7][OH:8].[C:9](OC(=O)C)(=[O:11])[CH3:10].N1C=CC=CC=1.II>C(OCC)(=O)C>[C:9]([O:8][CH2:7][CH:2]1[CH2:3][CH2:4][CH:5]=[CH:6][O:1]1)(=[O:11])[CH3:10]. Procedure: A mixture of (±)-3,4-dihydro-2H-pyran-2-methanol (514 g, 4.51 mol, 1 eq) and acetic anhydride (621 g, 6.09 mol, 1.35 eq) was cooled to 0° C. To the resultant mixture was added pyridine (35.6 g, 0.45 mol, 0.1 eq) and the resultant reaction mixture was allowed to warm to room temperature with stirring. The resultant reaction mixture was allowed to stir for an additional 8 hours after reaching room temperature and was shown to be complete by thin-layer chromatography (2:1 hexanes:ethyl acetate, I2 ... Reactants: CN(\C=C(\C(=O)C1=NN(C=CC1=O)C1=CC(=CC=C1)S(=O)(=O)C)/CC)C (3-{2-[1-Dimethylamino-meth-(E)-ylidene]-butyryl}-1-(3-methanesulfonyl-phenyl)-1H-pyridazin-4-one), C1(=CC=CC=C1)NN (phenyl hydrazine). Reagents/catalysts: C(C)(=O)O (acetic acid). Run in CN(C)C=O (DMF). Product: C(C)C1=C(N(N=C1)C1=CC=CC=C1)C1=NN(C=CC1=O)C1=CC(=CC=C1)S(=O)(=O)C (3-(4-Ethyl-2-phenyl-2H-pyrazol-3-yl)-1-(3-methanesulfonyl-phenyl)-1H-pyridazin-4-one). As a reaction SMILES: C[N:2](C)/[CH:3]=[C:4](\[CH2:24][CH3:25])/[C:5]([C:7]1[C:12](=[O:13])[CH:11]=[CH:10][N:9]([C:14]2[CH:19]=[CH:18][CH:17]=[C:16]([S:20]([CH3:23])(=[O:22])=[O:21])[CH:15]=2)[N:8]=1)=O.[C:27]1([NH:33]N)[CH:32]=[CH:31][CH:30]=[CH:29][CH:28]=1>CN(C=O)C.C(O)(=O)C>[CH2:24]([C:4]1[CH:3]=[N:2][N:33]([C:27]2[CH:32]=[CH:31][CH:30]=[CH:29][CH:28]=2)[C:5]=1[C:7]1[C:12](=[O:13])[CH:11]=[CH:10][N:9]([C:14]2[CH:19]=[CH:18][CH:17]=[C:16]([S:20]([CH3:23])(=[O:22])=[O:21])[CH:15]=2)[N:8]=1)[CH3:25]. Procedure details: 3-{2-[1-Dimethylamino-meth-(E)-ylidene]-butyryl}-1-(3-methanesulfonyl-phenyl)-1H-pyridazin-4-one and phenyl hydrazine (1.5 eq) were dissolved in a sealed tube in DMF with 2 drops acetic acid and irradiated in MW at 120° C. for 15 min. The solvent of the reaction mixture was removed and the crude product was purified by preparative HPLC yielding the desired product. MS: M=421.2 (M+H)+ The reactants are [H-], CI, [Na+], C1CCOC1, O, CC(C)(C)OC(=O)N1CC(O)C1. Yields the product COC1CN(C(=O)OC(C)(C)C)C1. As a reaction SMILES: [H-:1].[I:15][CH3:16].[Na+:2].[O:18]1[CH2:19][CH2:20][CH2:21][CH2:22]1.[OH2:17].[OH:3][CH:4]1[CH2:5][N:6]([C:8](=[O:9])[O:10][C:11]([CH3:12])([CH3:13])[CH3:14])[CH2:7]1>>[O:3]([CH:4]1[CH2:5][N:6]([C:8](=[O:9])[O:10][C:11]([CH3:12])([CH3:13])[CH3:14])[CH2:7]1)[CH3:16]. The reactants are O=C1CC(c2ccccc2)Cc2c1ccn2Cc1ccccc1, CCO, Cl, Cl, N=C(N)NN, O. Yields the product N=C(N)NN=C1CC(c2ccccc2)Cc2c1ccn2Cc1ccccc1, Cl. As a reaction SMILES: [CH2:1]([c:2]1[cH:3][cH:4][cH:5][cH:6][cH:7]1)[n:8]1[cH:9][cH:10][c:11]2[c:16]1[CH2:15][CH:14]([c:17]1[cH:18][cH:19][cH:20][cH:21][cH:22]1)[CH2:13][C:12]2=[O:23].[CH3:32][CH2:33][OH:34].[ClH:24].[ClH:30].[NH2:25][NH:26][C:27](=[NH:28])[NH2:29].[OH2:31]>>[CH2:1]([c:2]1[cH:3][cH:4][cH:5][cH:6][cH:7]1)[n:8]1[cH:9][cH:10][c:11]2[c:16]1[CH2:15][CH:14]([c:17]1[cH:18][cH:19][cH:20][cH:21][cH:22]1)[CH2:13][C:12]2=[N:25][NH:26][C:27](=[NH:28])[NH2:29].[ClH:24].